This data is from the Open Reaction Database (ORD), a public repository of structured organic reaction records. The task is: describe an organic reaction: reactants, conditions, products, and yield The reactants are COC([C@@H]([C@H](C1=CC=C(C=C1)OC)SC1=C(C=CC=C1)N)O)=O ((2S,3S)-3-(2-Aminophenylthio)-2-hydroxy-3-(4-methoxyphenyl)-propionic acid methyl ester), NC1=CC=CC=C1 (aniline). The product is NC1=C(C=CC=C1)S[C@H]([C@H](C(=O)NC1=CC=CC=C1)O)C1=CC=C(C=C1)OC ((2S,3S)-3-(2-aminophenylthio)-2-hydroxy-3-(4-methoxyphenyl)-N-phenylpropionamide). As a reaction SMILES: CO[C:3](=[O:23])[C@H:4]([OH:22])[C@@H:5]([S:14][C:15]1[CH:20]=[CH:19][CH:18]=[CH:17][C:16]=1[NH2:21])[C:6]1[CH:11]=[CH:10][C:9]([O:12][CH3:13])=[CH:8][CH:7]=1.[NH2:24][C:25]1[CH:30]=[CH:29][CH:28]=[CH:27][CH:26]=1>>[NH2:21][C:16]1[CH:17]=[CH:18][CH:19]=[CH:20][C:15]=1[S:14][C@@H:5]([C:6]1[CH:7]=[CH:8][C:9]([O:12][CH3:13])=[CH:10][CH:11]=1)[C@@H:4]([OH:22])[C:3]([NH:24][C:25]1[CH:30]=[CH:29][CH:28]=[CH:27][CH:26]=1)=[O:23]. Procedure details: (2S,3S)-3-(2-Aminophenylthio)-2-hydroxy-3-(4-methoxyphenyl)-propionic acid methyl ester and aniline are treated in the same manner as in Reference Example 5 to give (2S,3S)-3-(2-aminophenylthio)-2-hydroxy-3-(4-methoxyphenyl)-N-phenylpropionamide. The reactants are COC(=O)c1nc2nc(C(C)C)cc(Cl)n2n1, [Na+], O, [SH-]. Yields the product COC(=O)c1nc2nc(C(C)C)cc(S)n2n1. RXN SMILES: [Cl:1][c:2]1[cH:3][c:4]([CH:15]([CH3:16])[CH3:17])[n:5][c:6]2[n:7]1[n:8][c:9]([C:11](=[O:12])[O:13][CH3:14])[n:10]2.[Na+:19].[OH2:20].[SH-:18]>>[c:2]1([SH:18])[cH:3][c:4]([CH:15]([CH3:16])[CH3:17])[n:5][c:6]2[n:7]1[n:8][c:9]([C:11](=[O:12])[O:13][CH3:14])[n:10]2. The reactants are C(OC(Cl)(Cl)Cl)(=O)Cl (Trichloromethyl carbonochloridate), NC1=C(C(=O)O)C(=CC=C1)C (2-amino-6-methylbenzoic acid), C(C)OCC (Diethyl ether). Reaction SMILES: [C:1](Cl)(=O)[O:2]C(Cl)(Cl)Cl.[NH2:9][C:10]1[CH:18]=[CH:17][CH:16]=[C:15]([CH3:19])[C:11]=1[C:12]([OH:14])=[O:13].C(OCC)C>O1CCOCC1>[CH3:19][C:15]1[C:11]2[C:12](=[O:14])[O:13][C:1](=[O:2])[NH:9][C:10]=2[CH:18]=[CH:17][CH:16]=1. Solvent: O1CCOCC1 (dioxane). The yield is 56.0%. The product is CC1=CC=CC=2NC(OC(C21)=O)=O (5-methyl-1H-benzo[d][1,3]oxazine-2,4-dione). Procedure: Trichloromethyl carbonochloridate (2.04 mL, 16.9 mmol) was added to 2-amino-6-methylbenzoic acid (2.13 g, 14.1 mmol) in anhydrous dioxane (32 mL) under nitrogen, then refluxed for 30 minutes. Diethyl ether (100 mL) was added, and the precipitated solid was collected by filtration to give 5-methyl-1H-benzo[d][1,3]oxazine-2,4-dione (1.4 g, 56%) which was used without further purification. The reactants are CN1CCCC1=O (NMP), NC1=C(C(=O)N)C=CC=C1 (amino-benzamide). Product: N1C(NC(C2=CC=CC=C12)=O)=O (quinazoline-2,4-dione), NC(=O)N (urea). RXN SMILES: [NH2:1][C:2]1[CH:10]=[CH:9][CH:8]=[CH:7][C:3]=1[C:4]([NH2:6])=[O:5].C[N:12]1[C:16](=[O:17])CCC1>>[NH:1]1[C:2]2[C:3](=[CH:7][CH:8]=[CH:9][CH:10]=2)[C:4](=[O:5])[NH:6][C:16]1=[O:17].[NH2:12][C:4]([NH2:6])=[O:5]. Procedure details: Amino-benzamide (6) can be cyclized to provide quinazoline-2,4-dione (7) upon treatment with urea in solvent such as NMP. Compound (7) can be treated with N,N-diethylaniline and POCl3 to give 2,4-dichloroquinazoline (8), which, when treated with NH3 in a solvent such as MeOH provides compound (9). Compound (9) can be reacted with t-butyl nitrite in THF to provide compound (10) which, when coupled with an appropriate amine NH2Q, e.g., in NMP, affords compounds of Formula (I). Starting materials: S(=S)(=O)([O-])[O-].[Na+].[Na+] (sodium thiosulfate), II (Iodine), C(C1=CC=CC=C1)C1=CC=C(C=N1)O (6-benzylpyridin-3-ol), C(=O)(O)O (sodium carbonate anhydrous), Cl (HCl), EtOAc hexanes. The solvent is O (water), C1CCOC1 (THF). Reaction conditions: time 1 hour. Product: C(C1=CC=CC=C1)C1=CC=C(C(=N1)I)O (6-benzyl-2-iodopyridin-3-ol). RXN SMILES: [I:1]I.[CH2:3]([C:10]1[N:15]=[CH:14][C:13]([OH:16])=[CH:12][CH:11]=1)[C:4]1[CH:9]=[CH:8][CH:7]=[CH:6][CH:5]=1.C(O)(O)=O.S([O-])([O-])(=O)=S.[Na+].[Na+].Cl>O.C1COCC1>[CH2:3]([C:10]1[N:15]=[C:14]([I:1])[C:13]([OH:16])=[CH:12][CH:11]=1)[C:4]1[CH:5]=[CH:6][CH:7]=[CH:8][CH:9]=1 |f:3.4.5|. Reported procedure: Iodine (3.21 g, 12.6 mmol) was added to a solution of 6-benzylpyridin-3-ol (2.34 g, 12.6 mmol) and sodium carbonate anhydrous (1.06 mL, 25.3 mmol) in water (60 mL) and THF (60 mL). The mixture was allowed to stir for 1 h at room temperature, treated with sodium thiosulfate, and acidified pH 3 using 5M aqueous HCl. Extractive workup and flash chromatography using EtOAc/hexanes gave 6-benzyl-2-iodopyridin-3-ol. 1H NMR (300 MHz, DMSO-d6) δ ppm 10.62 (s, 1H), 7.13-7.34 (m, 5H), 6.99-7.11 (m, 2H), 3.... Reactants: CC(=O)O, C1CCOC1, CO, Nc1cccc(Cl)c1C(=O)c1ncc(Cl)cc1NS(=O)(=O)c1ccc(Cl)c(C(F)(F)F)c1, [Na+], [OH-], C[Si](C)(C)N=C=O. Yields the product O=C1Nc2cccc(Cl)c2C(c2ncc(Cl)cc2NS(=O)(=O)c2ccc(Cl)c(C(F)(F)F)c2)N1. As a reaction SMILES: [C:47]([OH:48])(=[O:49])[CH3:50].[CH2:42]1[O:43][CH2:44][CH2:45][CH2:46]1.[CH3:51][OH:52].[NH2:1][c:2]1[c:3]([C:4](=[O:5])[c:6]2[n:7][cH:8][c:9]([Cl:27])[cH:10][c:11]2[NH:12][S:13](=[O:14])(=[O:15])[c:16]2[cH:17][c:18]([C:23]([F:24])([F:25])[F:26])[c:19]([Cl:22])[cH:20][cH:21]2)[c:28]([Cl:32])[cH:29][cH:30][cH:31]1.[Na+:41].[OH-:40].[Si:33]([CH3:34])([CH3:35])([CH3:36])[N:37]=[C:38]=[O:39]>>[NH:1]1[c:2]2[c:3]([c:28]([Cl:32])[cH:29][cH:30][cH:31]2)[CH:4]([c:6]2[n:7][cH:8][c:9]([Cl:27])[cH:10][c:11]2[NH:12][S:13](=[O:14])(=[O:15])[c:16]2[cH:17][c:18]([C:23]([F:24])([F:25])[F:26])[c:19]([Cl:22])[cH:20][cH:21]2)[NH:37][C:38]1=[O:39]. Reactants: O.[OH-].[Li+] (lithium hydroxide mono hydrate), C1(CCCC1)OC=1C=C(C(=O)OC)C=C(C1)OCC1=CC=CC=C1 (Methyl 3-(cyclopentyloxy)-5-[(phenylmethyl)oxy]benzoate), CO (methanol). Run in O (water), C1CCOC1 (THF). Run at time 16 hour. The product is C1(CCCC1)OC=1C=C(C(=O)O)C=C(C1)OCC1=CC=CC=C1 (3-(Cyclopentyloxy)-5-[(phenylmethyl)oxy]benzoic acid). RXN SMILES: [CH:1]1([O:6][C:7]2[CH:8]=[C:9]([CH:14]=[C:15]([O:17][CH2:18][C:19]3[CH:24]=[CH:23][CH:22]=[CH:21][CH:20]=3)[CH:16]=2)[C:10]([O:12]C)=[O:11])[CH2:5][CH2:4][CH2:3][CH2:2]1.O.[OH-].[Li+].CO>C1COCC1.O>[CH:1]1([O:6][C:7]2[CH:8]=[C:9]([CH:14]=[C:15]([O:17][CH2:18][C:19]3[CH:20]=[CH:21][CH:22]=[CH:23][CH:24]=3)[CH:16]=2)[C:10]([OH:12])=[O:11])[CH2:2][CH2:3][CH2:4][CH2:5]1 |f:1.2.3|. Reported procedure: Methyl 3-(cyclopentyloxy)-5-[(phenylmethyl)oxy]benzoate (9.25 g, 28.34 mmol) was dissolved in THF (120 mL) and a solution of lithium hydroxide mono hydrate (3.49 g, 85.0 mmol) in water (60 mL) added. The bi-phasic solution was stirred at RT for 16 hours (LCMS indicated reaction 80% complete), methanol (15 mL) added and the mixture stirred for a further 4 hours. The THF was removed in vacuo then water (40 mL) added and the pH adjusted to 7 with hydrochloric acid. The solid was collected and washe...